From a dataset of the Open Reaction Database (ORD), a public repository of structured organic reaction records. describe an organic reaction: reactants, conditions, products, and yield Starting materials: C1CCOC1, C[Si](C)(C)[N-][Si](C)(C)C, [Cl-], CI, [Li+], [NH4+], Cc1ccc(C2CNC(=O)C23CCCN(C(=O)OC(C)(C)C)C3)cc1. Product: Cc1ccc(C2CN(C)C(=O)C23CCCN(C(=O)OC(C)(C)C)C3)cc1. As a reaction SMILES: [CH2:40]1[O:41][CH2:42][CH2:43][CH2:44]1.[CH3:27][Si:28]([N-:29][Si:30]([CH3:31])([CH3:32])[CH3:33])([CH3:34])[CH3:35].[Cl-:38].[I:36][CH3:37].[Li+:26].[NH4+:39].[O:1]=[C:2]1[NH:3][CH2:4][CH:5]([c:19]2[cH:20][cH:21][c:22]([CH3:25])[cH:23][cH:24]2)[C:6]12[CH2:7][N:8]([C:12](=[O:13])[O:14][C:15]([CH3:16])([CH3:17])[CH3:18])[CH2:9][CH2:10][CH2:11]2>>[O:1]=[C:2]1[N:3]([CH3:27])[CH2:4][CH:5]([c:19]2[cH:20][cH:21][c:22]([CH3:25])[cH:23][cH:24]2)[C:6]12[CH2:7][N:8]([C:12](=[O:13])[O:14][C:15]([CH3:16])([CH3:17])[CH3:18])[CH2:9][CH2:10][CH2:11]2. RXN SMILES: [CH:23]([CH3:24])([CH3:25])[CH:26]1[CH2:27][CH2:28][C:29](=[O:32])[CH2:30][CH2:31]1.[NH:1]1[CH2:2][CH:3]([NH:5][C:6]([CH2:7][NH:8][c:9]2[n:10][o:11][c:12]3[c:13]2[cH:14][c:15]([C:18]([F:19])([F:20])[F:21])[cH:16][cH:17]3)=[O:22])[CH2:4]1>>[N:1]1([CH:29]2[CH2:28][CH2:27][CH:26]([CH:23]([CH3:24])[CH3:25])[CH2:31][CH2:30]2)[CH2:2][CH:3]([NH:5][C:6]([CH2:7][NH:8][c:9]2[n:10][o:11][c:12]3[c:13]2[cH:14][c:15]([C:18]([F:19])([F:20])[F:21])[cH:16][cH:17]3)=[O:22])[CH2:4]1. Yields the product CC(C)C1CCC(N2CC(NC(=O)CNc3noc4ccc(C(F)(F)F)cc34)C2)CC1. Reactants: CC(C)C1CCC(=O)CC1, O=C(CNc1noc2ccc(C(F)(F)F)cc12)NC1CNC1. Procedure details: The title compound was prepared in a similar manner to cis-1-(2-chloro-4-pyridinyl)-3,5-dimethylpiperazine using ethyl 5-bromo-3-pyridinecarboxylate and cis-2,2-dimethylpiperazine as the starting materials (D19). MS (ES+) m/e 264 [M+H]+. Yields the product C[C@@H]1CN(C[C@@H](N1)C)C=1C=C(C=NC1)C(=O)OCC (Ethyl 5-[cis-3,5-dimethyl-1-piperazinyl]-3-pyridinecarboxylate). Starting materials: ClC1=NC=CC(=C1)N1C[C@H](N[C@H](C1)C)C (cis-1-(2-chloro-4-pyridinyl)-3,5-dimethylpiperazine), ClC1=NC=CC(=C1)N1C[C@H](N[C@H](C1)C)C (cis-1-(2-chloro-4-pyridinyl)-3,5-dimethylpiperazine), BrC=1C=C(C=NC1)C(=O)OCC (ethyl 5-bromo-3-pyridinecarboxylate), cis-2,2-dimethylpiperazine. As a reaction SMILES: ClC1C=C([N:8]2[CH2:13][C@H:12]([CH3:14])[NH:11][C@H:10]([CH3:15])[CH2:9]2)C=CN=1.Br[C:17]1[CH:18]=[C:19]([C:23]([O:25][CH2:26][CH3:27])=[O:24])[CH:20]=[N:21][CH:22]=1>>[CH3:15][C@H:10]1[NH:11][C@@H:12]([CH3:14])[CH2:13][N:8]([C:17]2[CH:18]=[C:19]([C:23]([O:25][CH2:26][CH3:27])=[O:24])[CH:20]=[N:21][CH:22]=2)[CH2:9]1. Yields the product C(C=C)C12C3=CC=CC=C3C(C=3C=CC=CC13)CC2 (9-β-propenyl-9,10-dihydro-9,10-ethanoanthracene). The solvent is C(COCCOCCO)O (triethyleneglycol), O (water). Reported procedure: A mixture of 9-β-propenyl-9,10-dihydro-9,10-ethanoanthracene-11-one (280 mg), hydrazine (0.2 ml) and sodium hydroxide in triethyleneglycol was stirred at 150° C. for 30 minutes and at 190° - 200° C. for 2.5 hours. The reaction mixture was diluted with water and extracted with benzene. The organic layer was washed with water, dried over anhydrous sodium sulfate and evaporated to dryness. The residue was purified over silica gel chromatography to give 9-β-propenyl-9,10-dihydro-9,10-ethanoanthracen... The reactants are C(C=C)C12C3=CC=CC=C3C(C=3C=CC=CC13)C(C2)=O (9-β-propenyl-9,10-dihydro-9,10-ethanoanthracene-11-one), NN (hydrazine), [OH-].[Na+] (sodium hydroxide). Run at temperature 150 celsius, time 2.5 hour. Reaction SMILES: [CH2:1]([C:4]12[CH2:19][C:18](=O)[CH:11]([C:12]3[CH:13]=[CH:14][CH:15]=[CH:16][C:17]=31)[C:10]1[C:5]2=[CH:6][CH:7]=[CH:8][CH:9]=1)[CH:2]=[CH2:3].NN.[OH-].[Na+]>C(O)COCCOCCO.O>[CH2:1]([C:4]12[CH2:19][CH2:18][CH:11]([C:12]3[CH:13]=[CH:14][CH:15]=[CH:16][C:17]=31)[C:10]1[C:5]2=[CH:6][CH:7]=[CH:8][CH:9]=1)[CH:2]=[CH2:3] |f:2.3|. Starting materials: CC1=CC(=C(O1)C(F)(F)F)CN ((5-methyl-2-(trifluoromethyl)furan-3-yl)methanamine), C(C1=CC=CC=C1)OC1=CC(N(C=C1)C=1SC(=C(N1)C)C(=O)O)=O (2-(4-(benzyloxy)-2-oxopyridin-1(2H)-yl)-4-methylthiazole-5-carboxylic acid). Yields the product C(C1=CC=CC=C1)OC1=CC(N(C=C1)C=1SC(=C(N1)C)C(=O)NCC1=C(OC(=C1)C)C(F)(F)F)=O (2-(4-(Benzyloxy)-2-oxopyridin-1(2H)-yl)-4-methyl-N-((5-methyl-2-(trifluoromethyl)furan-3-yl)methyl)thiazole-5-carboxamide). Yield: 28.0%. RXN SMILES: [CH3:1][C:2]1[O:6][C:5]([C:7]([F:10])([F:9])[F:8])=[C:4]([CH2:11][NH2:12])[CH:3]=1.[CH2:13]([O:20][C:21]1[CH:26]=[CH:25][N:24]([C:27]2[S:28][C:29]([C:33](O)=[O:34])=[C:30]([CH3:32])[N:31]=2)[C:23](=[O:36])[CH:22]=1)[C:14]1[CH:19]=[CH:18][CH:17]=[CH:16][CH:15]=1>>[CH2:13]([O:20][C:21]1[CH:26]=[CH:25][N:24]([C:27]2[S:28][C:29]([C:33]([NH:12][CH2:11][C:4]3[CH:3]=[C:2]([CH3:1])[O:6][C:5]=3[C:7]([F:10])([F:8])[F:9])=[O:34])=[C:30]([CH3:32])[N:31]=2)[C:23](=[O:36])[CH:22]=1)[C:14]1[CH:19]=[CH:18][CH:17]=[CH:16][CH:15]=1. Procedure details: Following the procedure as described in Example 22, making variation only as required to use (5-methyl-2-(trifluoromethyl)furan-3-yl)methanamine in place of benzo[b]thiophen-2-ylmethanamine to react with 2-(4-(benzyloxy)-2-oxopyridin-1(2H)-yl)-4-methylthiazole-5-carboxylic acid, the title compound was obtained as a colorless solid in 28% yield: 1H NMR (300 MHz, DMSO-d6) δ 8.75 (t, J=5.7 Hz, 1H), 8.61 (d, J=8.1 Hz, 1H), 7.52-7.30 (m, 5H), 6.39 (dd, J=8.1, 2.7 Hz, 1H), 6.26 (s, 1H), 6.23 (d, J=2.7... Starting materials: CO, ClC(Cl)Cl, Cl, CC(NC(=O)Cc1cc(F)cc(F)c1)C(=O)O, CCOC(=O)C(N)c1ccncc1. Product: CCOC(=O)C(NC(=O)C(C)NC(=O)Cc1cc(F)cc(F)c1)c1ccncc1. Reaction SMILES: [CH3:36][OH:37].[Cl:32][CH:33]([Cl:34])[Cl:35].[ClH:18].[F:1][c:2]1[cH:3][c:4]([CH2:9][C:10](=[O:11])[NH:12][CH:13]([CH3:14])[C:15](=[O:16])[OH:17])[cH:5][c:6]([F:8])[cH:7]1.[NH2:19][CH:20]([C:21](=[O:22])[O:23][CH2:24][CH3:25])[c:26]1[cH:27][cH:28][n:29][cH:30][cH:31]1>>[F:1][c:2]1[cH:3][c:4]([CH2:9][C:10](=[O:11])[NH:12][CH:13]([CH3:14])[C:15](=[O:17])[NH:19][CH:20]([C:21](=[O:22])[O:23][CH2:24][CH3:25])[c:26]2[cH:27][cH:28][n:29][cH:30][cH:31]2)[cH:5][c:6]([F:8])[cH:7]1. The reactants are COC(C(C)(C)OC1=C2C(=C(C(=NC2=C(C=C1)Cl)OC(F)F)CC1=CC=C(C=C1)Cl)C)=O (2-[8-chloro-3-(4-chlorobenzyl)-2-difluoromethoxy-4-methylquinolin-5-yloxy]-2-methylpropionic acid methyl ester), [OH-].[Li+] (lithium hydroxide). Solvent: O1CCCC1 (tetrahydrofuran). Reaction conditions: time 24 hour. The product is ClC=1C=CC(=C2C(=C(C(=NC12)OC(F)F)CC1=CC=C(C=C1)Cl)C)OC(C(=O)O)(C)C (2-[8-chloro-3-(4-chlorobenzyl)-2-difluoromethoxy-4-methylquinolin-5-yloxy]-2-methylpropionic Acid). RXN SMILES: C[O:2][C:3](=[O:32])[C:4]([O:7][C:8]1[CH:17]=[CH:16][C:15]([Cl:18])=[C:14]2[C:9]=1[C:10]([CH3:31])=[C:11]([CH2:23][C:24]1[CH:29]=[CH:28][C:27]([Cl:30])=[CH:26][CH:25]=1)[C:12]([O:19][CH:20]([F:22])[F:21])=[N:13]2)([CH3:6])[CH3:5].[OH-].[Li+]>O1CCCC1>[Cl:18][C:15]1[CH:16]=[CH:17][C:8]([O:7][C:4]([CH3:6])([CH3:5])[C:3]([OH:32])=[O:2])=[C:9]2[C:14]=1[N:13]=[C:12]([O:19][CH:20]([F:21])[F:22])[C:11]([CH2:23][C:24]1[CH:25]=[CH:26][C:27]([Cl:30])=[CH:28][CH:29]=1)=[C:10]2[CH3:31] |f:1.2|. Reported procedure: A mixture of 2-[8-chloro-3-(4-chlorobenzyl)-2-difluoromethoxy-4-methylquinolin-5-yloxy]-2-methylpropionic acid methyl ester (0.030 g), tetrahydrofuran (2.0 mL) and 1.0 M aqueous lithium hydroxide solution (2.0 mL) was stirred at room temperature for 24 hours. The solvent was removed under reduced pressure, diluted with water and the pH adjusted to 4 by the addition of sodium dihydrogenphosphate. The mixture was extracted with ethyl acetate and the combined extracts dried over magnesium sulfate. ... Reactants: BrC=1C=NC=C(C1)C1COC1 (3-bromo-5-(oxetan-3-yl)pyridine), B1(OC(C(O1)(C)C)(C)C)B2OC(C(O2)(C)C)(C)C (bis(pinacolato)diboron), C1(CCCCC1)P(C1CCCCC1)C1CCCCC1 (tricyclohexylphosphine), C(C)(=O)[O-].[K+] (potassium acetate). The reagents and catalysts are C=1C=CC(=CC1)/C=C/C(=O)/C=C/C2=CC=CC=C2.C=1C=CC(=CC1)/C=C/C(=O)/C=C/C2=CC=CC=C2.C=1C=CC(=CC1)/C=C/C(=O)/C=C/C2=CC=CC=C2.[Pd].[Pd] (tris(dibenzylideneacetone)dipalladium). Run in O1CCOCC1 (dioxane). Conditions: temperature 80 celsius. Product: O1CC(C1)C=1C=C(C=NC1)B(O)O ([5-(oxetan-3-yl)pyridin-3-yl]boronic acid). RXN SMILES: Br[C:2]1[CH:3]=[N:4][CH:5]=[C:6]([CH:8]2[CH2:11][O:10][CH2:9]2)[CH:7]=1.[B:12]1(B2OC(C)(C)C(C)(C)O2)[O:16]C(C)(C)C(C)(C)[O:13]1.C1(P(C2CCCCC2)C2CCCCC2)CCCCC1.C([O-])(=O)C.[K+]>O1CCOCC1.C1C=CC(/C=C/C(/C=C/C2C=CC=CC=2)=O)=CC=1.C1C=CC(/C=C/C(/C=C/C2C=CC=CC=2)=O)=CC=1.C1C=CC(/C=C/C(/C=C/C2C=CC=CC=2)=O)=CC=1.[Pd].[Pd]>[O:10]1[CH2:11][CH:8]([C:6]2[CH:7]=[C:2]([B:12]([OH:16])[OH:13])[CH:3]=[N:4][CH:5]=2)[CH2:9]1 |f:3.4,6.7.8.9.10|. Procedure: A vial containing the title compound from Example 63 Step A (45 mg, 0.21 mmol), bis(pinacolato)diboron (107 mg, 0.420 mmol), tris(dibenzylideneacetone)dipalladium (0) (38.5 mg, 0.042 mmol), tricyclohexylphosphine (23.6 mg, 0.084 mmol) and potassium acetate (61.9 mg, 0.631 mmol) in dioxane (1.0 mL) was flushed with nitrogen, sealed tightly and heated to 80° C. overnight. The reaction was then passed through a syringe filter and concentrated under reduced pressure to provide the title compound whi... The solvent is C1CCOC1 (THF), C1CCOC1 (THF). Reaction SMILES: [CH2:1]([N-]CC)C.[Li+].[C:7]([O:11][C:12]1[CH:17]=[C:16]([F:18])[N:15]=[C:14]([F:19])[C:13]=1[F:20])([CH3:10])([CH3:9])[CH3:8].CI>C1COCC1>[C:7]([O:11][C:12]1[C:17]([CH3:1])=[C:16]([F:18])[N:15]=[C:14]([F:19])[C:13]=1[F:20])([CH3:10])([CH3:8])[CH3:9] |f:0.1|. The reactants are CI (methyl iodide), C(C)[N-]CC.[Li+] (lithium diethylamide), C(C)(C)(C)OC1=C(C(=NC(=C1)F)F)F (4-t-butoxy-2,3,6-trifluoropyridine). Run at time 50 minute. Procedure details: A freshly prepared solution of lithium diethylamide (LDA) (58.21 mmol) in 30 mL of THF at -78° C. was added to 10.0 g (48.74 mmol) of 4-t-butoxy-2,3,6-trifluoropyridine in 50 mL of THF at -78° C, and the reaction was stirred for 50 min. To the reaction mixture was added 4.3 mL (69.07 mmol) of methyl iodide, and the mixture was stirred at -78° C. for 1 hour and stirred at ambient temperature for 16 hours. The reaction was quenched with saturated NH4Cl solution, extracted with hexane, and the extr... Product: C(C)(C)(C)OC1=C(C(=NC(=C1C)F)F)F (4-t-butoxy-2,3,6-trifluoro-5-methylpyridine). Reactants: C(C)(C)(C)OC(=O)N1CC(C1)OC1=C(C=CC(=C1)Cl)OCC(=O)OCC (3-(5-Chloro-2-ethoxycarbonylmethoxy-phenoxy)-azetidine-1-carboxylic acid tert-butyl ester), [OH-].[Na+] (NaOH), OS(=O)(=O)[O-].[K+] (KHSO4), C(Cl)Cl (CH2Cl2). Run in CO (MeOH). Conditions: time 2 hour. Product: C(C)(C)(C)OC(=O)N1CC(C1)OC1=C(C=CC(=C1)Cl)OCC(=O)O (3-(2-Carboxymethoxy-5-chloro-phenoxy)-azetidine-1-carboxylic acid tert-butyl ester). The yield is 57.2%. As a reaction SMILES: [C:1]([O:5][C:6]([N:8]1[CH2:11][CH:10]([O:12][C:13]2[CH:18]=[C:17]([Cl:19])[CH:16]=[CH:15][C:14]=2[O:20][CH2:21][C:22]([O:24]CC)=[O:23])[CH2:9]1)=[O:7])([CH3:4])([CH3:3])[CH3:2].[OH-].[Na+].C(Cl)Cl.OS([O-])(=O)=O.[K+]>CO>[C:1]([O:5][C:6]([N:8]1[CH2:11][CH:10]([O:12][C:13]2[CH:18]=[C:17]([Cl:19])[CH:16]=[CH:15][C:14]=2[O:20][CH2:21][C:22]([OH:24])=[O:23])[CH2:9]1)=[O:7])([CH3:4])([CH3:2])[CH3:3] |f:1.2,4.5|. Procedure details: To the title compound from Step A (1.70 g, 4.40 mmol) in MeOH (10 mL) was added 4N NaOH (10 mL). After 2 h, CH2Cl2 was added and the mixture acidified with 1N KHSO4 (50 mL) then extracted with CH2Cl2 (2×). The combined organics were dried to give a 0.90 g (57%) of the title compound as a white solid that was used without further purification. MS (ESI): mass calcd. for C16H20ClNO6, 357.1; m/z found, 380.1 [M+Na]+. 1H NMR (400 MHz): 6.92 (dd, J=8.6, 2.3 Hz, 1H), 6.85 (d, J=8.7 Hz, 1H), 6.59 (d, J=...